From a dataset of the Open Reaction Database (ORD), a public repository of structured organic reaction records. describe an organic reaction: reactants, conditions, products, and yield The product is C[C@H]1N(CC(C1)N1CCC(CC1)C1=CC=CC=C1)C(=O)OC(C)(C)C ((2R)-tert-butyl 2-methyl-4-(4-phenylpiperidin-1-yl)pyrrolidine-1-carboxylate). As a reaction SMILES: [CH3:1][C@@H:2]1[CH2:6][C:5](=O)[CH2:4][N:3]1[C:8]([O:10][C:11]([CH3:14])([CH3:13])[CH3:12])=[O:9].[C:15]1([CH:21]2[CH2:26][CH2:25][NH:24][CH2:23][CH2:22]2)[CH:20]=[CH:19][CH:18]=[CH:17][CH:16]=1>>[CH3:1][C@@H:2]1[CH2:6][CH:5]([N:24]2[CH2:25][CH2:26][CH:21]([C:15]3[CH:20]=[CH:19][CH:18]=[CH:17][CH:16]=3)[CH2:22][CH2:23]2)[CH2:4][N:3]1[C:8]([O:10][C:11]([CH3:14])([CH3:13])[CH3:12])=[O:9]. Reported procedure: The title compound was prepared from (R)-tert-butyl 2-methyl-4-oxopyrrolidine-1-carboxylate and 4-phenylpiperidine according to the general procedure E. Reactants: C[C@H]1N(CC(C1)=O)C(=O)OC(C)(C)C ((R)-tert-butyl 2-methyl-4-oxopyrrolidine-1-carboxylate), C1(=CC=CC=C1)C1CCNCC1 (4-phenylpiperidine). Reactants: FC1=CC=C(COC=2C=C(C(C(=O)O)=CC2)C(=O)O)C=C1 (4-(4-fluoro-benzyloxy)-phthalic acid), C(=O)(N1C=NC=C1)N1C=NC=C1 (carbonyldiimidazole), C(C)(=O)NCCN (N-acetylethylenediamine). Run in CN(C(C)=O)C (N,N-dimethylacetamide). Run at time 10 minute. Yields the product FC1=CC=C(COC=2C=C3C(N(C(C3=CC2)=O)CCNC(C)=O)=O)C=C1 (N-{2-[5-(4-Fluoro-benzyloxy)-1,3-dioxo-1,3-dihydro-isoindol-2-yl]-ethyl}-acetamide). The yield is 60.9%. Reaction SMILES: [F:1][C:2]1[CH:21]=[CH:20][C:5]([CH2:6][O:7][C:8]2[CH:9]=[C:10]([C:17]([OH:19])=O)[C:11](=[CH:15][CH:16]=2)[C:12]([OH:14])=O)=[CH:4][CH:3]=1.C(N1C=CN=C1)(N1C=CN=C1)=O.[C:34]([NH:37][CH2:38][CH2:39][NH2:40])(=[O:36])[CH3:35]>CN(C)C(=O)C>[F:1][C:2]1[CH:3]=[CH:4][C:5]([CH2:6][O:7][C:8]2[CH:9]=[C:10]3[C:11](=[CH:15][CH:16]=2)[C:12](=[O:14])[N:40]([CH2:39][CH2:38][NH:37][C:34](=[O:36])[CH3:35])[C:17]3=[O:19])=[CH:20][CH:21]=1. Reported procedure: A mixture of 4-(4-fluoro-benzyloxy)-phthalic acid (185 mg, 0.64 mmol) and carbonyldiimidazole (109 mg, 0.67 mmol) in N,N-dimethylacetamide (3 mL) was stirred at room temperature for 10 min and then heated at 50° C. for 15 min. To this mixture was added N-acetylethylenediamine (78 mg, 0.76 mmol) and the resulting mixture heated under reflux for 20 min. After cooling to room temperature, the mixture was evaporated and the residue was purified by chromatography (SiO2, CH2Cl2:2N NH3/MeOH 98:2 to 9:1... Reactants: solution, COC1=C(C=CC=C1)C=1C=C(C(=O)OC)C=CC1 (methyl 3-(2-methoxyphenyl)benzoate), ice water. The solvent is C(Cl)Cl (methylene chloride), ClCCl (dichloromethane). Yields the product OC1=C(C=CC=C1)C=1C=C(C(=O)OC)C=CC1 (methyl 3-(2-hydroxyphenyl)benzoate). Isolated yield 84.1%. RXN SMILES: C[O:2][C:3]1[CH:8]=[CH:7][CH:6]=[CH:5][C:4]=1[C:9]1[CH:10]=[C:11]([CH:16]=[CH:17][CH:18]=1)[C:12]([O:14][CH3:15])=[O:13]>ClCCl>[OH:2][C:3]1[CH:8]=[CH:7][CH:6]=[CH:5][C:4]=1[C:9]1[CH:10]=[C:11]([CH:16]=[CH:17][CH:18]=1)[C:12]([O:14][CH3:15])=[O:13]. Reported procedure: Part C: In a dry 50 ml flask, methyl 3-(2-methoxyphenyl)benzoate (1.2 g, 4.95 mmol) was dissolved in dichloromethane (10 ml) under nitrogen, and chilled in a dry-ice/2-propanol bath. Boron tribromide dimethyl sulfide complex (20 ml of a 1M solution in methylene chloride) was added slowly drop-wise and the mixture was allowed to come to room temperature, then the mixture was heated at reflux for 30 hours, then mixed with ice-water (100 ml). The organic material was separated, washed with saturate... RXN SMILES: [CH2:1]([O:3][CH2:4][O:5][CH2:6][C@@H:7]([NH:13][C:14]([C:16]1[CH:21]=[CH:20][C:19]([I:22])=[CH:18][CH:17]=1)=[O:15])[CH2:8][CH2:9][C:10]([OH:12])=[O:11])[CH3:2].C(=O)([O-])[O-].[K+].[K+].[I-].[Na+].[CH2:31](Br)[CH:32]=[CH2:33]>CN(C)C=O>[CH2:33]([O:11][C:10](=[O:12])[CH2:9][CH2:8][C@H:7]([NH:13][C:14]([C:16]1[CH:21]=[CH:20][C:19]([I:22])=[CH:18][CH:17]=1)=[O:15])[CH2:6][O:5][CH2:4][O:3][CH2:1][CH3:2])[CH:32]=[CH2:31] |f:1.2.3,4.5|. Reported procedure: To a solution of the compound prepared in Example 2 (4.11 g) in dimethylformamide (DMF; 20 ml), potassium carbonate (1.62 g), sodium iodide (small amount) and allyl bromide (5 ml) were added. The mixture was vigorously stirred overnight. The reaction mixture was extracted with ethyl acetate, dried over anhydrous magnesium sulfate and concentrated. The residue was washed with hexane to give the title compound having the following physical data. Run at time 8 hour. Solvent: CN(C=O)C (dimethylformamide). Product: C(C=C)OC(CC[C@@H](COCOCC)NC(=O)C1=CC=C(C=C1)I)=O (5-ethoxymethoxy-4(S)-[N-(4-iodophenylcarbonyl)amino]pentanoic acid allyl ester). The reactants are C(C)OCOC[C@H](CCC(=O)O)NC(=O)C1=CC=C(C=C1)I (5-ethoxymethoxy-4(S)-[N-(4-iodophenylcarbonyl)amino]pentanoic acid), C([O-])([O-])=O.[K+].[K+] (potassium carbonate), [I-].[Na+] (sodium iodide), C(C=C)Br (allyl bromide). RXN SMILES: [BrH:1].[BrH:27].[CH2:22]([NH2:23])[CH2:24][CH2:25][CH3:26].[CH3:49][NH:50][CH3:51].[NH2:28][c:29]1[c:30]([CH2:42][c:43]2[cH:44][cH:45][cH:46][cH:47][cH:48]2)[c:31]([O:37][CH2:38][CH2:39][CH2:40][CH3:41])[cH:32][c:33]([CH2:34][Br:35])[cH:36]1.[NH2:2][c:3]1[cH:4][c:5]([CH2:20][Br:21])[cH:6][c:7]([S:8](=[O:9])(=[O:10])[NH2:11])[c:12]1[CH2:13][c:14]1[cH:15][cH:16][cH:17][cH:18][cH:19]1>>[NH2:28][c:29]1[c:30]([CH2:42][c:43]2[cH:44][cH:45][cH:46][cH:47][cH:48]2)[c:31]([O:37][CH2:38][CH2:39][CH2:40][CH3:41])[cH:32][c:33]([CH2:34][N:50]([CH3:49])[CH3:51])[cH:36]1. Product: CCCCOc1cc(CN(C)C)cc(N)c1Cc1ccccc1. Starting materials: Br, Br, CCCCN, CNC, CCCCOc1cc(CBr)cc(N)c1Cc1ccccc1, Nc1cc(CBr)cc(S(N)(=O)=O)c1Cc1ccccc1. The reactants are COC1=CC2=C(N=C(S2)NC=C(C(=O)OCC)C(=O)OCC)C=C1 (Diethyl N-(6-methoxybenzthiazol-2-yl)-aminomethylenemalonate), [OH-].[Na+] (sodium hydroxide), O (water). Solvent: C(C)O (ethanol). Product: SC1=C(C=CC(=C1)OC)N1C(NC=C(C1=O)C(=O)O)=O (1-(2-Mercapto-4-methoxyphenyl)-5-carboxypyrimidine-2,6-dione). RXN SMILES: [CH3:1][O:2][C:3]1[CH:24]=[CH:23][C:6]2[N:7]=[C:8]([NH:10][CH:11]=[C:12]([C:18]([O:20]CC)=[O:19])[C:13](OCC)=[O:14])[S:9][C:5]=2[CH:4]=1.[OH-:25].[Na+].O>C(O)C>[SH:9][C:5]1[CH:4]=[C:3]([O:2][CH3:1])[CH:24]=[CH:23][C:6]=1[N:7]1[C:13](=[O:14])[C:12]([C:18]([OH:20])=[O:19])=[CH:11][NH:10][C:8]1=[O:25] |f:1.2|. Procedure: 25 g. Diethyl N-(6-methoxybenzthiazol-2-yl)-aminomethylenemalonate are introduced into a solution of 36 g. sodium hydroxide, 360 ml. water and 120 ml. ethanol which has been heated to 70° C. and the reaction mixture is heated under reflux for 30 minutes. A part of the ethanol is then removed in vacuo, filtered and, after cooling, the filtrate is acidified with 2 N hydrochloric acid. 1-(2-Mercapto-4-methoxyphenyl)-5-carboxypyrimidine-2,6-dione is obtained in a yield of 14.7 g. (70% of theory). Ac...